This data is from the Open Reaction Database (ORD), a public repository of structured organic reaction records. The task is: describe an organic reaction: reactants, conditions, products, and yield Starting materials: FC1=CC=C(C=O)C=C1 (4-fluoro benzaldehyde), [N-]=[N+]=[N-].[Na+] (sodium azide), O (water). The solvent is CS(=O)C (dimethyl sulfoxide). Run at temperature 105 celsius. The product is N(=[N+]=[N-])C1=CC=C(C=O)C=C1 (4-azido benzaldehyde). RXN SMILES: F[C:2]1[CH:9]=[CH:8][C:5]([CH:6]=[O:7])=[CH:4][CH:3]=1.[N-:10]=[N+:11]=[N-:12].[Na+].O>CS(C)=O>[N:10]([C:2]1[CH:9]=[CH:8][C:5]([CH:6]=[O:7])=[CH:4][CH:3]=1)=[N+:11]=[N-:12] |f:1.2|. Reported procedure: 50 g 4-fluoro benzaldehyde and 50 g sodium azide were dispersed in 150 ml dry dimethyl sulfoxide. Subsequently, the mixture was heated for 3 hours at 105° C. while nitrogen was introduced. The mixture was poured into 200 ml water, and the solution extracted with 200 ml dichloro methane (three times). Then the solvent was distilled off by means of a vacuum rotation vaporizer. 53 g of a liquid remained having infrared (IR) and nuclear magnetic resonance (NMR) spectra consistent with the 4-azido be...